The task is: describe an organic reaction: reactants, conditions, products, and yield. This data is from the Open Reaction Database (ORD), a public repository of structured organic reaction records. Starting materials: O=C[C@H](O)[C@@H](O)[C@H](O)[C@H](O)CO (D-glucose), OCC(CO)(N)C (1,3-dihydroxy-2-methyl-2-amino-propane). The product is OCC(CO)(C)NC[C@H](O)[C@@H](O)[C@H](O)[C@H](O)CO (N-(1,3-dihydroxy-2-methyl-2-propyl)-glucamine). RXN SMILES: O=[CH:2][C@@H:3]([C@H:5]([C@@H:7]([C@@H:9]([CH2:11][OH:12])[OH:10])[OH:8])[OH:6])[OH:4].[OH:13][CH2:14][C:15]([CH3:19])([NH2:18])[CH2:16][OH:17]>>[OH:13][CH2:14][C:15]([NH:18][CH2:2][C@@H:3]([C@H:5]([C@@H:7]([C@@H:9]([CH2:11][OH:12])[OH:10])[OH:8])[OH:6])[OH:4])([CH3:19])[CH2:16][OH:17]. Reported procedure: The product was made from D-glucose and 1,3-dihydroxy-2-methyl-2-amino-propane comparable as in Example A. A resin-like, colorless product was obtained. Reactants: Brc1ccc2c(Oc3ccc(Nc4nnc(-c5ccccc5)c5ccccc45)cc3)ccnc2c1, C1COCCN1, C1COCCO1, CC(C)(C)[O-], CC(C)(C)O, ClCCl, [Na+], O=C(C=Cc1ccccc1)C=Cc1ccccc1, O=C(C=Cc1ccccc1)C=Cc1ccccc1, O=C(C=Cc1ccccc1)C=Cc1ccccc1, [Pd], [Pd]. Product: c1ccc(-c2nnc(Nc3ccc(Oc4ccnc5cc(N6CCOCC6)ccc45)cc3)c3ccccc23)cc1. As a reaction SMILES: [Br:7][c:8]1[cH:9][cH:10][c:11]2[c:12]([O:18][c:19]3[cH:20][cH:21][c:22]([NH:25][c:26]4[n:27][n:28][c:29](-[c:36]5[cH:37][cH:38][cH:39][cH:40][cH:41]5)[c:30]5[cH:31][cH:32][cH:33][cH:34][c:35]45)[cH:23][cH:24]3)[cH:13][cH:14][n:15][c:16]2[cH:17]1.[CH2:42]1[CH2:43][O:44][CH2:45][CH2:46][NH:47]1.[CH2:48]1[O:49][CH2:50][CH2:51][O:52][CH2:53]1.[CH3:1][C:2]([CH3:3])([O-:4])[CH3:5].[CH3:54][C:55]([OH:56])([CH3:57])[CH3:58].[Cl:115][CH2:116][Cl:117].[Na+:6].[O:61]=[C:62]([CH:63]=[CH:64][c:65]1[cH:66][cH:67][cH:68][cH:69][cH:70]1)[CH:71]=[CH:72][c:73]1[cH:74][cH:75][cH:76][cH:77][cH:78]1.[O:79]=[C:80]([CH:81]=[CH:82][c:83]1[cH:84][cH:85][cH:86][cH:87][cH:88]1)[CH:89]=[CH:90][c:91]1[cH:92][cH:93][cH:94][cH:95][cH:96]1.[O:97]=[C:98]([CH:99]=[CH:100][c:101]1[cH:102][cH:103][cH:104][cH:105][cH:106]1)[CH:107]=[CH:108][c:109]1[cH:110][cH:111][cH:112][cH:113][cH:114]1.[Pd:59].[Pd:60]>>[c:8]1([N:47]2[CH2:42][CH2:43][O:44][CH2:45][CH2:46]2)[cH:9][cH:10][c:11]2[c:12]([O:18][c:19]3[cH:20][cH:21][c:22]([NH:25][c:26]4[n:27][n:28][c:29](-[c:36]5[cH:37][cH:38][cH:39][cH:40][cH:41]5)[c:30]5[cH:31][cH:32][cH:33][cH:34][c:35]45)[cH:23][cH:24]3)[cH:13][cH:14][n:15][c:16]2[cH:17]1. Starting materials: CC1=CC2=C(OCC3=C(C2C(=O)O)C=CC=C3)C=C1 (6,11-dihydro-2-methyldibenz[b,e]-oxepin-11-carboxylic acid), ClC1=C(N)C(=CC=C1)Cl (2,6-dichloroaniline). Yields the product ClC1=C(C(=CC=C1)Cl)NC(=O)C1C2=C(OCC3=C1C=CC=C3)C=CC(=C2)C (N-(2,6-Dichlorophenyl)-6,11-dihydro-2-methyldibenz[b,e]-oxepin-11-carboxamide). Isolated yield 88.1%. As a reaction SMILES: [CH3:1][C:2]1[CH:19]=[CH:18][C:5]2[O:6][CH2:7][C:8]3[CH:17]=[CH:16][CH:15]=[CH:14][C:9]=3[CH:10]([C:11]([OH:13])=O)[C:4]=2[CH:3]=1.[Cl:20][C:21]1[CH:27]=[CH:26][CH:25]=[C:24]([Cl:28])[C:22]=1[NH2:23]>>[Cl:20][C:21]1[CH:27]=[CH:26][CH:25]=[C:24]([Cl:28])[C:22]=1[NH:23][C:11]([CH:10]1[C:9]2[CH:14]=[CH:15][CH:16]=[CH:17][C:8]=2[CH2:7][O:6][C:5]2[CH:18]=[CH:19][C:2]([CH3:1])=[CH:3][C:4]1=2)=[O:13]. Procedure: The similar procedures as in Example 1 were repeated except using 1.0 g of Compound A and 0.76 g of 2,6-dichloroaniline in place of aniline to obtain 1.38 g of Compound 6. Starting materials: NC=1N(C=C(N1)C1=CC=C(C=C1)F)N=CC1=CC=CC=C1 (2-amino-1-benzylideneamino-4-(4-fluorophenyl)-imidazole), O.NN (hydrazine hydrate), C(C)#N (acetonitrile). Solvent: C(COCCO)O (diethylene glycol). Reaction conditions: temperature 80 celsius. The product is NN1C(=NC(=C1)C1=CC=C(C=C1)F)N (1,2-Diamino-4-(4-fluorophenyl)-imidazole). RXN SMILES: [NH2:1][C:2]1[N:3]([N:14]=CC2C=CC=CC=2)[CH:4]=[C:5]([C:7]2[CH:12]=[CH:11][C:10]([F:13])=[CH:9][CH:8]=2)[N:6]=1.O.NN.C(#N)C>C(O)COCCO>[NH2:14][N:3]1[CH:4]=[C:5]([C:7]2[CH:8]=[CH:9][C:10]([F:13])=[CH:11][CH:12]=2)[N:6]=[C:2]1[NH2:1] |f:1.2|. Procedure details: A solution of 5.3 g (0.0189 mol) of 2-amino-1-benzylideneamino-4-(4-fluorophenyl)-imidazole and 12.5 ml of hydrazine hydrate in 18.8 ml of diethylene glycol is stirred at 140° C. for 15 hours. After cooling to 80° C., 70 ml of acetonitrile are added to the reaction mixture, which is then cooled further to 0° C. The product that has separated out is filtered off and washed with acetonitrile and diethyl ether. In that manner there is obtained the title compound, m.p. 227°-230° C., 1H-NMR (DMSO): δ... As a reaction SMILES: C[Si]([N-][Si](C)(C)C)(C)C.[Na+].[CH3:11][O:12][C:13]1[CH:14]=[C:15]([C:21]2[N:26]=[C:25](S(C)(=O)=O)[C:24]3[N:31]([CH3:34])[CH:32]=[N:33][C:23]=3[CH:22]=2)[CH:16]=[CH:17][C:18]=1[O:19][CH3:20].[OH2:35].CCO[C:39]([CH3:41])=[O:40]>CN(C=O)C>[CH3:11][O:12][C:13]1[CH:14]=[C:15]([C:21]2[N:26]=[C:25]([O:35][C@H:23]([C@H:24]3[CH2:25][NH:26][C:39](=[O:40])[CH2:41]3)[CH3:22])[C:24]3[N:31]([CH3:34])[CH:32]=[N:33][C:23]=3[CH:22]=2)[CH:16]=[CH:17][C:18]=1[O:19][CH3:20] |f:0.1|. The solvent is CN(C)C=O (DMF). Procedure: To a solution of alcohol (1.0-1.2 eq) in DMF was added NaHMDS (1.0M in THF, 1.3 eq), and the reaction was stirred for 15 min. 2.41 or 2.65 (1.0 eq) was added and the reaction was stirred at RT for 2 hours. Water and EtOAc were added, the layers separated, and the aqueous layer was extracted with EtOAc, and the combined organics were dried, filtered and concentrated under reduced pressure. The residue was purified by silica gel column chromatography. The isolated material was transferred to seala... Conditions: temperature 60 celsius, time 15 minute. Yields the product COC=1C=C(C=CC1OC)C1=CC2=C(C(=N1)O[C@@H](C)[C@@H]1CC(NC1)=O)N(C=N2)C ((R)-4-((S)-1-(6-(3,4-dimethoxyphenyl)-3-methyl-3H-imidazo[4,5-c]pyridin-4-yloxy)ethyl)pyrrolidin-2-one). Reactants: O (Water), CCOC(=O)C (EtOAc), alcohol, C[Si](C)(C)[N-][Si](C)(C)C.[Na+] (NaHMDS), COC=1C=C(C=CC1OC)C1=CC2=C(C(=N1)S(=O)(=O)C)N(C=N2)C (6-(3,4-dimethoxyphenyl)-3-methyl-4-(methylsulfonyl)-3H-imidazo[4,5-c]pyridine).